From a dataset of the Open Reaction Database (ORD), a public repository of structured organic reaction records. describe an organic reaction: reactants, conditions, products, and yield Reactants: CCN(C(C)C)C(C)C, ClCCl, Cc1ccccc1C(=O)Cl, COC(=O)c1ccc2c(c1)C(N)CC2, CCOC(C)=O, Cl. The product is COC(=O)c1ccc2c(c1)C(NC(=O)c1ccccc1C)CC2. RXN SMILES: [CH2:1]([N:2]([CH:3]([CH3:4])[CH3:5])[CH:6]([CH3:7])[CH3:8])[CH3:9].[CH2:35]([Cl:36])[Cl:37].[CH3:10][c:11]1[c:12]([C:13](=[O:14])[Cl:15])[cH:16][cH:17][cH:18][cH:19]1.[CH3:21][O:22][C:23](=[O:24])[c:25]1[cH:26][c:27]2[c:31]([cH:32][cH:33]1)[CH2:30][CH2:29][CH:28]2[NH2:34].[CH3:38][CH2:39][O:40][C:41](=[O:42])[CH3:43].[ClH:20]>>[CH3:10][c:11]1[c:12]([C:13](=[O:14])[NH:34][CH:28]2[c:27]3[cH:26][c:25]([C:23]([O:22][CH3:21])=[O:24])[cH:33][cH:32][c:31]3[CH2:30][CH2:29]2)[cH:16][cH:17][cH:18][cH:19]1. The reactants are C(C1=CC=CC=C1)N1[C@@]2([C@@H](CC[C@H]1[C@@H](C2)S(=O)(=O)C2=CC=CC=C2)O)C2=CC=C(C=C2)F ((1R*,2R*,5S*,6R*)-8-Benzyl-1-(4-fluorophenyl)-6-phenylsulphonyl-8-azabicyclo[3.2.1]octan-2-ol), [C-]1=CC=CC2=CC=CC=C12.[Li+] (lithium naphthalenide). Solvent: C1CCOC1 (THF). Run at temperature -78 celsius. Yields the product C(C1=CC=CC=C1)N1[C@@]2([C@@H](CC[C@H]1CC2)O)C2=CC=C(C=C2)F ((1R*,2R*,5R*)-8-Benzyl-1-(4-fluorophenyl)-8-azabicyclo[3.2.1]octan-2-ol). Yield: 72.5%. As a reaction SMILES: [CH2:1]([N:8]1[C@@H:13]2[C@H:14](S(C3C=CC=CC=3)(=O)=O)[CH2:15][C@@:9]1([C:26]1[CH:31]=[CH:30][C:29]([F:32])=[CH:28][CH:27]=1)[C@H:10]([OH:25])[CH2:11][CH2:12]2)[C:2]1[CH:7]=[CH:6][CH:5]=[CH:4][CH:3]=1.[C-]1C2C(=CC=CC=2)C=CC=1.[Li+]>C1COCC1>[CH2:1]([N:8]1[C@@H:13]2[CH2:14][CH2:15][C@@:9]1([C:26]1[CH:27]=[CH:28][C:29]([F:32])=[CH:30][CH:31]=1)[C@H:10]([OH:25])[CH2:11][CH2:12]2)[C:2]1[CH:3]=[CH:4][CH:5]=[CH:6][CH:7]=1 |f:1.2|. Reported procedure: (1R*,2R*,5S*,6R*)-8-Benzyl-1-(4-fluorophenyl)-6-phenylsulphonyl-8-azabicyclo[3.2.1]octan-2-ol (Description 14; 10.72 g, 23.77 mmol) was dissolved in THF (200 ml) then cooled to −78° C. and lithium naphthalenide added until a permanent green colour was observed. Each portion was then quenched with saturated ammonium chloride solution then extracted with ethyl acetate (×3) and the extracts dried (MgSO4) and concentrated in vacuo. The extracts were combined to give a yellow oil/solid. This was puri... Yields the product ClC=1C=CC2=C(C(=NCC=3N2C(=NN3)C)C3=C(C=CC=C3)Cl)C1 (8-chloro-1-methyl-6-(o-chlorophenyl)-4H-s-triazolo-[4,3-a][1,4] benzodiazepine). Solvent: CO (methanol). Reported procedure: In the manner given in Example 8, 2',5-dichloro-2-[3-(bromomethyl)-5-methyl-4H-1,2,4-triazol-4-yl]benzophenone is reacted with a saturated solution of ammonia in methanol to give 8-chloro-1-methyl-6-(o-chlorophenyl)-4H-s-triazolo-[4,3-a][1,4] benzodiazepine of melting point 225°-228° C. Reaction SMILES: [Cl:1][C:2]1[CH:7]=[CH:6][CH:5]=[CH:4][C:3]=1[C:8](=O)[C:9]1[CH:14]=[C:13]([Cl:15])[CH:12]=[CH:11][C:10]=1[N:16]1[C:20]([CH3:21])=[N:19][N:18]=[C:17]1[CH2:22]Br.[NH3:25]>CO>[Cl:15][C:13]1[CH:12]=[CH:11][C:10]2[N:16]3[C:20]([CH3:21])=[N:19][N:18]=[C:17]3[CH2:22][N:25]=[C:8]([C:3]3[CH:4]=[CH:5][CH:6]=[CH:7][C:2]=3[Cl:1])[C:9]=2[CH:14]=1. Starting materials: ClC1=C(C=CC=C1)C(C1=C(C=CC(=C1)Cl)N1C(=NN=C1C)CBr)=O (2',5-dichloro-2-[3-(bromomethyl)-5-methyl-4H-1,2,4-triazol-4-yl]benzophenone), N (ammonia). RXN SMILES: [Br-:22].[Br:10][c:11]1[cH:12][s:13][cH:14][cH:15]1.[C:16](=[O:17])([O-:18])[O-:19].[CH3:24][N:25]1[CH2:26][CH2:27][CH2:28][C:29]1=[O:30].[K+:20].[K+:21].[OH2:23].[nH:1]1[cH:2][cH:3][c:4]2[cH:5][cH:6][cH:7][cH:8][c:9]12>>[n:1]1(-[c:11]2[cH:12][s:13][cH:14][cH:15]2)[cH:2][cH:3][c:4]2[cH:5][cH:6][cH:7][cH:8][c:9]12. The reactants are [Br-], Brc1ccsc1, O=C([O-])[O-], CN1CCCC1=O, [K+], [K+], O, c1ccc2[nH]ccc2c1. The product is c1ccc2c(c1)ccn2-c1ccsc1. The reactants are BrC=1C=NC2=CC=CC=C2C1 (3-bromoquinoline), [Li]CCCC (nBuLi), C(C)(C)(C)OC(NCCCCC(N(C)OC)=O)=O ([4-(Methoxy-methyl-carbamoyl)-butyl]-carbamic acid tert-butyl ester). The solvent is C(C)OCC (diethyl ether), CCOCC (ether). Conditions: time 30 minute. The product is C(C)(C)(C)OC(NCCCCC(C=1C=NC2=CC=CC=C2C1)=O)=O ((5-Oxo-5-quinolin-3-yl-pentyl)-carbamic acid tert-butyl ester). As a reaction SMILES: Br[C:2]1[CH:3]=[N:4][C:5]2[C:10]([CH:11]=1)=[CH:9][CH:8]=[CH:7][CH:6]=2.[Li]CCCC.[C:17]([O:21][C:22](=[O:34])[NH:23][CH2:24][CH2:25][CH2:26][CH2:27][C:28](=[O:33])N(OC)C)([CH3:20])([CH3:19])[CH3:18]>C(OCC)C>[C:17]([O:21][C:22](=[O:34])[NH:23][CH2:24][CH2:25][CH2:26][CH2:27][C:28](=[O:33])[C:2]1[CH:3]=[N:4][C:5]2[C:10]([CH:11]=1)=[CH:9][CH:8]=[CH:7][CH:6]=2)([CH3:20])([CH3:18])[CH3:19]. Procedure details: To a stirred solution of 3-bromoquinoline (25 g, 120 mmol) in diethyl ether −78° C. was added nBuLi (2.5M THF, 48 ml, 120 mmol) dropwise over 30 minutes. After 30 minutes, 21-2 (3.9 g, 15 mmol), dissolved in 50 ml ether was added dropwise over 10 minutes. After 30 minutes, the cooling bath was removed. After 1.0 hour, the reaction was quenched with sat. NH4Cl. The organic portion was separated, washed with brine, dried (MgSO4) and concentrated. The residue was chromatographed (silica gel, 20-50%... Starting materials: ClC1=CC(=C(C=N1)C(CC)=O)C (1-(6-chloro-4-methyl-pyridin-3-yl)-propan-1-one), [Br-].[Br-].[Br-].C(CCC)[N+](CCCC)(CCCC)CCCC.C(CCC)[N+](CCCC)(CCCC)CCCC.C(CCC)[N+](CCCC)(CCCC)CCCC (tetrabutylammonium tribromide). Solvent: C(Cl)Cl (DCM), C(Cl)Cl (DCM). Reaction conditions: time 1 hour. Yields the product BrC(C(=O)C=1C=NC(=CC1C)Cl)C (2-Bromo-1-(6-chloro-4-methyl-pyridin-3-yl)-propan-1-one). As a reaction SMILES: [Cl:1][C:2]1[N:7]=[CH:6][C:5]([C:8](=[O:11])[CH2:9][CH3:10])=[C:4]([CH3:12])[CH:3]=1.[Br-:13].[Br-].[Br-].C([N+](CCCC)(CCCC)CCCC)CCC.C([N+](CCCC)(CCCC)CCCC)CCC.C([N+](CCCC)(CCCC)CCCC)CCC>C(Cl)Cl>[Br:13][CH:9]([CH3:10])[C:8]([C:5]1[CH:6]=[N:7][C:2]([Cl:1])=[CH:3][C:4]=1[CH3:12])=[O:11] |f:1.2.3.4.5.6|. Procedure details: To 1-(6-chloro-4-methyl-pyridin-3-yl)-propan-1-one (0.25 g, 1.36 mmol) in DCM (6 ml) is added tetrabutylammonium tribromide (0.656 g, 1.36 mmol). The resulting orange solution is stirred at RT for 2 h (after 1 h a precipitate is observed). The reaction mixture is diluted with DCM and then quenched with water. The organic phase is separated and washed with water, dried over Na2SO4, filtered and evaporated. The crude product is purified on silica gel, using Heptane/EtOAc 99:1 to 80/20 gradient elu... Starting materials: CN1CCCC1=O, Cc1c(Cl)c(F)c(C(=O)OC(C)(C)C)n1COCC[Si](C)(C)C. The product is Cc1c(Cl)c(F)c(C(=O)O)n1COCC[Si](C)(C)C. RXN SMILES: [CH3:24][N:25]1[CH2:26][CH2:27][CH2:28][C:29]1=[O:30].[Cl:1][c:2]1[c:3]([F:23])[c:4]([C:16](=[O:17])[O:18][C:19]([CH3:20])([CH3:21])[CH3:22])[n:5]([CH2:8][O:9][CH2:10][CH2:11][Si:12]([CH3:13])([CH3:14])[CH3:15])[c:6]1[CH3:7]>>[Cl:1][c:2]1[c:3]([F:23])[c:4]([C:16](=[O:17])[OH:18])[n:5]([CH2:8][O:9][CH2:10][CH2:11][Si:12]([CH3:13])([CH3:14])[CH3:15])[c:6]1[CH3:7]. The reactants are CCO, [H][H], O=C(O)C=Cc1ccc2c(c1)OCO2. Yields the product O=C(O)CCc1ccc2c(c1)OCO2. RXN SMILES: [CH3:17][CH2:18][OH:19].[H:15][H:16].[O:1]1[CH2:2][O:3][c:4]2[c:5]1[cH:6][cH:7][c:8]([CH:10]=[CH:11][C:12](=[O:13])[OH:14])[cH:9]2>>[O:1]1[CH2:2][O:3][c:4]2[c:5]1[cH:6][cH:7][c:8]([CH2:10][CH2:11][C:12](=[O:13])[OH:14])[cH:9]2. The reactants are ice water, [H-].[Na+] (NaH), ICCCCCCCC (1-iodooctane), FC1=C(C(=CC=C1)F)C=1OCC2(N1)CCCC1=CC(=CC=C12)O (2'-(2,6-difluorophenyl)-3,4-dihydrospiro [naphthalene-1(2H), 4'(5'H)-oxazole]-6-ol). The solvent is CN(C)C=O (DMF). Conditions: temperature 0 celsius, time 30 minute. Product: FC1=C(C(=CC=C1)F)C=1OCC2(N1)CCCC1=CC(=CC=C12)OCCCCCCCC (2'-(2,6-difluorophenyl)-3,4-dihydro-6-octyloxyspiro[naphthalene-1(2H), 4'( 5'H)-oxazole]). Isolated yield 89.1%. As a reaction SMILES: [H-].[Na+].[F:3][C:4]1[CH:9]=[CH:8][CH:7]=[C:6]([F:10])[C:5]=1[C:11]1[O:12][CH2:13][C:14]2([C:24]3[C:19](=[CH:20][C:21]([OH:25])=[CH:22][CH:23]=3)[CH2:18][CH2:17][CH2:16]2)[N:15]=1.I[CH2:27][CH2:28][CH2:29][CH2:30][CH2:31][CH2:32][CH2:33][CH3:34]>CN(C=O)C>[F:3][C:4]1[CH:9]=[CH:8][CH:7]=[C:6]([F:10])[C:5]=1[C:11]1[O:12][CH2:13][C:14]2([C:24]3[C:19](=[CH:20][C:21]([O:25][CH2:27][CH2:28][CH2:29][CH2:30][CH2:31][CH2:32][CH2:33][CH3:34])=[CH:22][CH:23]=3)[CH2:18][CH2:17][CH2:16]2)[N:15]=1 |f:0.1|. Procedure: To a suspension of 64 mg (0.00127 mol) of NaH in 1 mL of DMF at 0° C. was added a partial solution of 200 mg (0.00063 mol) of the product of Step F. The reaction was stirred at 0° C. for 30 minutes. Then, 304 mg (0.00127 mol) of 1-iodooctane was added and stirring continued for an additional 30 minutes at 0° C. The reaction mixture was poured into ice-water and extracted with Et2O. The Et2O extract was washed with brine, dried (MgSO4) and concentrated. The residue was purified by passing through... Reactants: CN(C(C)CC=C)C(=O)OC(C)(C)C (N-methyl-N-(tert-butoxycarbonyl)-4-penten-2-amine), 3-substituted 5-halo-substituted pyridine, BrC=1C=C(C=NC1)OC(C)C (5-bromo-3-isopropoxypyridine), BrC=1C=NC=C(C(=O)O)C1 (5-Bromonicotinic acid), CC(CC=C)O (4-penten-2-ol), C1(=CC=C(C=C1)S(=O)(=O)Cl)C (p-toluenesulfonyl chloride). Solvent: N1=CC=CC=C1 (pyridine). Yields the product C1(=CC=C(C=C1)S(=O)(=O)OC(C)CC=C)C (4-penten-2-ol p-toluenesulfonate). As a reaction SMILES: CN(C(OC(C)(C)C)=O)C(CC=C)C.Br[C:16]1[CH:17]=[C:18]([O:22]C(C)C)[CH:19]=N[CH:21]=1.BrC1C=NC=C(C=1)C(O)=O.CC(O)CC=C.[C:42]1([CH3:52])[CH:47]=[CH:46][C:45]([S:48](Cl)(=[O:50])=[O:49])=[CH:44][CH:43]=1>N1C=CC=CC=1>[C:42]1([CH3:52])[CH:47]=[CH:46][C:45]([S:48]([O:22][CH:18]([CH2:17][CH:16]=[CH2:21])[CH3:19])(=[O:50])=[O:49])=[CH:44][CH:43]=1. Procedure: The manner in which certain aryl substituted olefinic amine compounds possessing a branched side chain, such as (4E)-N-methyl-5-(5-isopropoxy-3-pyridyl)-4-penten-2-amine, are provided can vary. By using one synthetic approach, the latter compound can be synthesized in a convergent manner, in which the side chain, N-methyl-N-(tert-butoxycarbonyl)-4-penten-2-amine is coupled with the 3-substituted 5-halo-substituted pyridine, 5-bromo-3-isopropoxypyridine, under Heck reaction conditions, followed b...